Dataset: the Open Reaction Database (ORD), a public repository of structured organic reaction records. Task: describe an organic reaction: reactants, conditions, products, and yield Starting materials: C1CCOC1, CO, COC(=O)Cn1ccc2cc(OCCCN(C)c3nc(-c4ccc(OC)cc4)ncc3F)ccc21, [Li+], [OH-], O. The product is COc1ccc(-c2ncc(F)c(N(C)CCCOc3ccc4c(ccn4CC(=O)O)c3)n2)cc1. RXN SMILES: [CH2:41]1[O:42][CH2:43][CH2:44][CH2:45]1.[CH3:39][OH:40].[F:1][c:2]1[c:3]([N:16]([CH2:17][CH2:18][CH2:19][O:20][c:21]2[cH:22][c:23]3[cH:24][cH:25][n:26]([CH2:30][C:31](=[O:32])[O:33][CH3:34])[c:27]3[cH:28][cH:29]2)[CH3:35])[n:4][c:5](-[c:8]2[cH:9][cH:10][c:11]([O:14][CH3:15])[cH:12][cH:13]2)[n:6][cH:7]1.[Li+:37].[OH-:38].[OH2:36]>>[F:1][c:2]1[c:3]([N:16]([CH2:17][CH2:18][CH2:19][O:20][c:21]2[cH:22][c:23]3[cH:24][cH:25][n:26]([CH2:30][C:31](=[O:32])[OH:33])[c:27]3[cH:28][cH:29]2)[CH3:35])[n:4][c:5](-[c:8]2[cH:9][cH:10][c:11]([O:14][CH3:15])[cH:12][cH:13]2)[n:6][cH:7]1. RXN SMILES: ClC(Cl)(Cl)C([N:5]=C=O)=O.[CH:10]([C:13]1[N:14]([O:27][CH3:28])[C:15]2[C:24]3[CH:23]=[CH:22][CH:21]=[CH:20][C:19]=3[N+:18]([O-])=[CH:17][C:16]=2[N:26]=1)([CH3:12])[CH3:11].CO>ClCCl>[CH:10]([C:13]1[N:14]([O:27][CH3:28])[C:15]2[C:24]3[CH:23]=[CH:22][CH:21]=[CH:20][C:19]=3[N:18]=[C:17]([NH2:5])[C:16]=2[N:26]=1)([CH3:12])[CH3:11]. Solvent: ClCCl (dichloromethane). Yields the product C(C)(C)C=1N(C2=C(C(=NC=3C=CC=CC23)N)N1)OC (2-isopropyl-1-methoxy-1H-imidazo[4,5-c]quinolin-4-amine). Procedure: Trichloroacetyl isocyanate (3.3 mL, 28 mmol) was added to a solution of 2-isopropyl-1-methoxy-5-oxido-1H-imidazo[4,5-c]quinoline (4.7 g, 118 mmol) in dichloromethane (100 mL), and the reaction was stirred three hours at room temperature. Methanol (20 mL) was added, and the mixture was stirred for 15 minutes and concentrated under reduced pressure. The residue was dissolved in methanol (25 mL), and sodium methoxide (0.5 mL of a 4.5 N solution in methanol) was added. The mixture was stirred at roo... The reactants are ClC(C(=O)N=C=O)(Cl)Cl (Trichloroacetyl isocyanate), C(C)(C)C=1N(C2=C(C=[N+](C=3C=CC=CC23)[O-])N1)OC (2-isopropyl-1-methoxy-5-oxido-1H-imidazo[4,5-c]quinoline), CO (Methanol). Yield: 12.2%. Conditions: time 3 hour. Reactants: BrCc1ccccc1, C[O-], CCOC(C)=O, CC(C)=O, CO, [Na+], O=C(c1ccc(O)cc1)c1ccc(O)cc1. Yields the product O=C(c1ccc(O)cc1)c1ccc(OCc2ccccc2)cc1. Reaction SMILES: [CH2:20]([c:21]1[cH:22][cH:23][cH:24][cH:25][cH:26]1)[Br:27].[CH3:17][O-:18].[CH3:28][CH2:29][O:30][C:31]([CH3:32])=[O:33].[CH3:34][C:35](=[O:36])[CH3:37].[CH3:38][OH:39].[Na+:19].[OH:1][c:2]1[cH:3][cH:4][c:5]([C:6](=[O:7])[c:8]2[cH:9][cH:10][c:11]([OH:14])[cH:12][cH:13]2)[cH:15][cH:16]1>>[O:1]([c:2]1[cH:3][cH:4][c:5]([C:6](=[O:7])[c:8]2[cH:9][cH:10][c:11]([OH:14])[cH:12][cH:13]2)[cH:15][cH:16]1)[CH2:20][c:21]1[cH:22][cH:23][cH:24][cH:25][cH:26]1. Reactants: CC(=O)[O-].[Na+] (NaOAc), NO.Cl (NH2OH.HCl), C(=O)C1=CC=C2C(=N1)COC21CN(C1)C(=O)OC(C)(C)C (tert-butyl 2′-formyl-7′H-spiro[azetidine-3,5′-furo[3,4-b]pyridine]-1-carboxylate), CO (methanol). The solvent is O (water). Run at time 18 hour. Yields the product ON=CC1=CC=C2C(=N1)COC21CN(C1)C(=O)OC(C)(C)C (tert-butyl 2′-((hydroxyimino)methyl)-7′H-spiro[azetidine-3,5′-furo[3,4-b]pyridine]-1-carboxylate). Isolated yield 100.2%. Reaction SMILES: [CH:1]([C:3]1[N:8]=[C:7]2[CH2:9][O:10][C:11]3([CH2:14][N:13]([C:15]([O:17][C:18]([CH3:21])([CH3:20])[CH3:19])=[O:16])[CH2:12]3)[C:6]2=[CH:5][CH:4]=1)=O.CO.CC([O-])=O.[Na+].[NH2:29][OH:30].Cl>O>[OH:30][N:29]=[CH:1][C:3]1[N:8]=[C:7]2[CH2:9][O:10][C:11]3([CH2:14][N:13]([C:15]([O:17][C:18]([CH3:19])([CH3:20])[CH3:21])=[O:16])[CH2:12]3)[C:6]2=[CH:5][CH:4]=1 |f:2.3,4.5|. Procedure: To a stirred solution of tert-butyl 2′-formyl-7′H-spiro[azetidine-3,5′-furo[3,4-b]pyridine]-1-carboxylate (0.5 g, 1.7 mmol, 1 eq.) in mixture of methanol (12 mL):water (12 mL) was added NaOAc (0.28 g, 3.45 mmol, 2 eq.) followed by addition of NH2OH.HCl (0.24 g, 3.45 mmol, 2 eq.) at room temperature. Resulting reaction mixture was stirred at room temperature for 18 hours under nitrogen atmosphere. After complete consumption starting material, reaction mixture was concentrated under reduced pressu...